This data is from the Open Reaction Database (ORD), a public repository of structured organic reaction records. The task is: describe an organic reaction: reactants, conditions, products, and yield The reactants are COc1ccc(-c2ccc(S(=O)O)cc2)cc1, [Li], O=S(=O)(Cl)Cl. Product: COc1ccc(-c2ccc(S(=O)(=O)Cl)cc2)cc1. RXN SMILES: [CH3:1][O:2][c:3]1[cH:4][cH:5][c:6](-[c:9]2[cH:10][cH:11][c:12]([S:15](=[O:16])[OH:17])[cH:13][cH:14]2)[cH:7][cH:8]1.[Li:18].[S:19]([Cl:20])(=[O:21])([Cl:22])=[O:23]>>[CH3:1][O:2][c:3]1[cH:4][cH:5][c:6](-[c:9]2[cH:10][cH:11][c:12]([S:15](=[O:16])(=[O:17])[Cl:22])[cH:13][cH:14]2)[cH:7][cH:8]1.